Dataset: the Open Reaction Database (ORD), a public repository of structured organic reaction records. Task: describe an organic reaction: reactants, conditions, products, and yield Reactants: IC1=CC2=C(N(C=N2)CC2=CC(=C(C=C2)OCC=2C=NC(=CC2)OC)OC)C=C1 (5-iodo-1-(3-methoxy-4-((6-methoxypyridin-3-yl)methoxy)benzyl)-1H-benzo[d]imidazole), Cl.C(#C)C1(CNCCC1)O (3-ethynylpiperidin-3-ol hydrochloride). Procedure details: 7-(1-(3-Methoxy-4-((6-methoxypyridin-3-yl)methoxy)benzyl)-1H-benzo[d]imidazol-5-yl)-1-azabicyclo[3.2.1]oct-6-en-5-ol was prepared from 5-iodo-1-(3-methoxy-4-((6-methoxypyridin-3-yl)methoxy)benzyl)-1H-benzo[d]imidazole and 3-ethynylpiperidin-3-ol hydrochloride using the procedure outlined for the synthesis of Example 3-30: 1H NMR (500 MHz, CDCl3) δ 8.21 (d, J=2.5 Hz, 1H), 8.09 (s, 1H), 7.95 (s, 1H), 7.69 (dd, J=8.5, 2.5 Hz, 1H), 7.59 (dd, J=8.5, 1.0 Hz, 1H), 7.29-7.26 (m, 1H, partially obscured b... Reaction SMILES: I[C:2]1[CH:29]=[CH:28][C:5]2[N:6]([CH2:9][C:10]3[CH:15]=[CH:14][C:13]([O:16][CH2:17][C:18]4[CH:19]=[N:20][C:21]([O:24][CH3:25])=[CH:22][CH:23]=4)=[C:12]([O:26][CH3:27])[CH:11]=3)[CH:7]=[N:8][C:4]=2[CH:3]=1.Cl.[C:31]([C:33]1([OH:39])[CH2:38][CH2:37][CH2:36][NH:35][CH2:34]1)#[CH:32]>>[CH3:27][O:26][C:12]1[CH:11]=[C:10]([CH:15]=[CH:14][C:13]=1[O:16][CH2:17][C:18]1[CH:19]=[N:20][C:21]([O:24][CH3:25])=[CH:22][CH:23]=1)[CH2:9][N:6]1[C:5]2[CH:28]=[CH:29][C:2]([C:32]3[N:35]4[CH2:34][C:33]([OH:39])([CH2:38][CH2:37][CH2:36]4)[CH:31]=3)=[CH:3][C:4]=2[N:8]=[CH:7]1 |f:1.2|. Yields the product COC=1C=C(CN2C=NC3=C2C=CC(=C3)C3=CC2(CCCN3C2)O)C=CC1OCC=1C=NC(=CC1)OC (7-(1-(3-Methoxy-4-((6-methoxypyridin-3-yl)methoxy)benzyl)-1H-benzo[d]imidazol-5-yl)-1-azabicyclo[3.2.1]oct-6-en-5-ol). Starting materials: CCO, OC(CC#Cc1cccnc1)CCCCOC1CCCCO1. The product is OC(CCCCOC1CCCCO1)CCCc1cccnc1. Reaction SMILES: [CH3:23][CH2:24][OH:25].[n:1]1[cH:2][c:3]([C:7]#[C:8][CH2:9][CH:10]([CH2:11][CH2:12][CH2:13][CH2:14][O:15][CH:16]2[O:17][CH2:18][CH2:19][CH2:20][CH2:21]2)[OH:22])[cH:4][cH:5][cH:6]1>>[n:1]1[cH:2][c:3]([CH2:7][CH2:8][CH2:9][CH:10]([CH2:11][CH2:12][CH2:13][CH2:14][O:15][CH:16]2[O:17][CH2:18][CH2:19][CH2:20][CH2:21]2)[OH:22])[cH:4][cH:5][cH:6]1.